From a dataset of the Open Reaction Database (ORD), a public repository of structured organic reaction records. describe an organic reaction: reactants, conditions, products, and yield Starting materials: hydrochloride salt, C12CCC(CC1)N2C2=CC(=C(N)C=C2)C(F)(F)F (4-(7-azabicyclo[2.2.1]heptan-7-yl)-2-(trifluoromethyl)aniline), O=C1C(=CNC2=CC=CC(=C12)C(F)(F)F)C(=O)O (4-oxo-5-(trifluoromethyl)-1H-quinoline-3-carboxylic acid), CC1OCCC1 (2-Methyltetrahydrofuran), O (water), CC1OCCC1 (2-methyltetrahydrofuran), C(CC)P1(OP(OP(O1)(=O)CCC)(=O)CCC)=O (T3P), CC1OCCC1 (2-methyltetrahydrofuran), N1=CC=CC=C1 (Pyridine), CC1OCCC1 (2-methyltetrahydrofuran). Run at temperature 45 celsius. Product: [N+](=O)([O-])C1=C(C=C(C=C1)N1C2CCC1CC2)C(F)(F)F (7-[4-nitro-3-(trifluoromethyl)phenyl]-7-azabicyclo[2.2.1]heptane). RXN SMILES: CC1CCC[O:3]1.[CH:7]12[N:13]([C:14]3[CH:20]=[CH:19][C:17]([NH2:18])=[C:16]([C:21]([F:24])([F:23])[F:22])[CH:15]=3)[CH:10]([CH2:11][CH2:12]1)[CH2:9][CH2:8]2.O=C1C2C(=CC=CC=2C(F)(F)F)NC=C1C(O)=O.C(P1(=O)OP(CCC)(=O)OP(CCC)(=O)O1)CC.N1C=CC=CC=1.[OH2:67]>>[N+:18]([C:17]1[CH:19]=[CH:20][C:14]([N:13]2[CH:10]3[CH2:9][CH2:8][CH:7]2[CH2:12][CH2:11]3)=[CH:15][C:16]=1[C:21]([F:24])([F:22])[F:23])([O-:3])=[O:67]. Procedure: 2-Methyltetrahydrofuran (1 vol) was charged into a 30 L jacketed reactor vessel followed by the addition of the hydrochloride salt of 4-(7-azabicyclo[2.2.1]heptan-7-yl)-2-(trifluoromethyl)aniline (3-HCl) (1.2 eq) and 4-oxo-5-(trifluoromethyl)-1,4-dihydroquinoline-3-carboxylic acid (2) (573 g, 2.228 mol). Additional 2-methyltetrahydrofuran (9 vol) was charged into the vessel and stirring commenced. T3P in 2-methyltetrahydrofuran (2 eq) was added to the reaction mixture over a period of 15 min. Py... Starting materials: NC=1C=CC=C2C=CC=NC12 (8-aminoquinoline), ClS(=O)(=O)C=1C=C(C(=O)OC)C=CC1 (methyl 3-chlorosulfonylbenzoate). The reagents and catalysts are CN(C)C=1C=CN=CC1 (DMAP). The product is COC(C1=CC(=CC=C1)S(NC=1C=CC=C2C=CC=NC12)(=O)=O)=O (3-(Quinolin-8-ylsulfamoyl)-benzoic acid methyl ester). Isolated yield 63.5%. RXN SMILES: [NH2:1][C:2]1[CH:3]=[CH:4][CH:5]=[C:6]2[C:11]=1[N:10]=[CH:9][CH:8]=[CH:7]2.Cl[S:13]([C:16]1[CH:17]=[C:18]([CH:23]=[CH:24][CH:25]=1)[C:19]([O:21][CH3:22])=[O:20])(=[O:15])=[O:14]>CN(C1C=CN=CC=1)C>[CH3:22][O:21][C:19](=[O:20])[C:18]1[CH:23]=[CH:24][CH:25]=[C:16]([S:13](=[O:14])(=[O:15])[NH:1][C:2]2[CH:3]=[CH:4][CH:5]=[C:6]3[C:11]=2[N:10]=[CH:9][CH:8]=[CH:7]3)[CH:17]=1. Procedure details: In the similar fashion using route 14 general procedure 27, 8-aminoquinoline (100 mg, 0.69 mmol), methyl 3-chlorosulfonylbenzoate (160 mg, 0.69 mmol) and DMAP (cat.) gave the title compound (150 mg, 64%) after purification by column chromatography with DCM as the eluent. Starting materials: CN1CC(CCC1)OC(=O)N1CCCOC2=C1C=CC(=C2)N (3-amino-7,8-dihydro-6H-5-oxa-9-aza-benzocycloheptene-9-carboxylic acid 1-methyl-piperidin-3-yl ester), CNC(=O)C=1SC=CC1NC1=NC(=NC=C1Cl)Cl (3-(2,5-dichloro-pyrimidin-4-ylamino)-thiophene-2-carboxylic acid methylamide). Yields the product CN1CC(CCC1)OC(=O)N1CCCOC2=C1C=CC(=C2)NC2=NC=C(C(=N2)NC2=C(SC=C2)C(NC)=O)Cl (3-[5-Chloro-4-(2-methylcarbamoyl-thiophen-3-ylamino)-pyrimidin-2-ylamino]-7,8-dihydro-6H-5-oxa-9-aza-benzocycloheptene-9-carboxylic acid 1-methyl-piperidin-3-yl ester), foam. Isolated yield 60.0%. RXN SMILES: [CH3:1][N:2]1[CH2:7][CH2:6][CH2:5][CH:4]([O:8][C:9]([N:11]2[C:17]3[CH:18]=[CH:19][C:20]([NH2:22])=[CH:21][C:16]=3[O:15][CH2:14][CH2:13][CH2:12]2)=[O:10])[CH2:3]1.[CH3:23][NH:24][C:25]([C:27]1[S:28][CH:29]=[CH:30][C:31]=1[NH:32][C:33]1[C:38]([Cl:39])=[CH:37][N:36]=[C:35](Cl)[N:34]=1)=[O:26]>>[CH3:1][N:2]1[CH2:7][CH2:6][CH2:5][CH:4]([O:8][C:9]([N:11]2[C:17]3[CH:18]=[CH:19][C:20]([NH:22][C:35]4[N:34]=[C:33]([NH:32][C:31]5[CH:30]=[CH:29][S:28][C:27]=5[C:25](=[O:26])[NH:24][CH3:23])[C:38]([Cl:39])=[CH:37][N:36]=4)=[CH:21][C:16]=3[O:15][CH2:14][CH2:13][CH2:12]2)=[O:10])[CH2:3]1. Reported procedure: The title compound was prepared from 3-amino-7,8-dihydro-6H-5-oxa-9-aza-benzocycloheptene-9-carboxylic acid 1-methyl-piperidin-3-yl ester and 3-(2,5-dichloro-pyrimidin-4-ylamino)-thiophene-2-carboxylic acid methylamide in an analogous manner to Example 1410. Product isolated as an orange foam (112 mg, 60%). LCMS (m/e) 572 (M+H); 1H-NMR (CDCl3, 400 MHz) δ 11.32 (bs, 1H), 8.47-8.30 (m, 1H), 8.13 (s, 1H), 7.46-7.13 (m, 3H), 7.13-7.04 (m, 1H), 7.01-6.88 (m, 1H), 5.82-5.68 (m, 1H), 4.98-4.71 (m, 1H),... The reactants are C1(CC1)C(C(C(=O)C1=CC=C(C=2OC(OC21)(F)F)SC)C(=O)OC(C)(C)C)=O (4-(3-cyclopropyl-2-t-butyloxycarbonyl-1,3-dioxoprop-1-yl)-2,2-difluoro-7-methylsulphenyl-1,3-benzodioxole), C1(=CC=C(C=C1)S(=O)(=O)O)C (para-toluenesulphonic acid). Solvent: C1(=CC=CC=C1)C (toluene). Product: C1(CC1)C(CC(=O)C1=CC=C(C=2OC(OC21)(F)F)SC)=O (4-(3-cyclopropyl-1,3-dioxoprop-1-yl)-2,2-difluoro-7-methylsulphenyl-1,3-benzodioxole). Isolated yield 84.6%. As a reaction SMILES: [CH:1]1([C:4](=[O:28])[CH:5](C(OC(C)(C)C)=O)[C:6]([C:8]2[C:16]3[O:15][C:14]([F:18])([F:17])[O:13][C:12]=3[C:11]([S:19][CH3:20])=[CH:10][CH:9]=2)=[O:7])[CH2:3][CH2:2]1.C1(C)C=CC(S(O)(=O)=O)=CC=1>C1(C)C=CC=CC=1>[CH:1]1([C:4](=[O:28])[CH2:5][C:6]([C:8]2[C:16]3[O:15][C:14]([F:18])([F:17])[O:13][C:12]=3[C:11]([S:19][CH3:20])=[CH:10][CH:9]=2)=[O:7])[CH2:3][CH2:2]1. Procedure: A solution of 4-(3-cyclopropyl-2-t-butyloxycarbonyl-1,3-dioxoprop-1-yl)-2,2-difluoro-7-methylsulphenyl-1,3-benzodioxole (10.3 g) and para-toluenesulphonic acid (0.5 g) was heated under reflux with toluene for 3 hours. After cooling, the solvent was evaporated in vacuo, and ethyl acetate added. The solution was washed with water, dried over anhydrous magnesium sulphate and evaporated. The residue was purified by column chromatography, eluting with ethyl acetate/cyclohexane to yield 4-(3-cycloprop... Reactants: COC1CCN(CC1)CCOC1=C(C=C(C=C1)[N+](=O)[O-])OC (4-methoxy-1-[2-(2-methoxy-4-nitrophenoxy)ethyl]piperidine). Run in ClCCl.CO (dichloromethane methanol). Yields the product COC=1C=C(C=CC1OCCN1CCC(CC1)OC)N (3-methoxy-4-[2-(4-methoxypiperidin-1-yl)ethoxy]phenylamine). RXN SMILES: [CH3:1][O:2][CH:3]1[CH2:8][CH2:7][N:6]([CH2:9][CH2:10][O:11][C:12]2[CH:17]=[CH:16][C:15]([N+:18]([O-])=O)=[CH:14][C:13]=2[O:21][CH3:22])[CH2:5][CH2:4]1>ClCCl.CO>[CH3:22][O:21][C:13]1[CH:14]=[C:15]([NH2:18])[CH:16]=[CH:17][C:12]=1[O:11][CH2:10][CH2:9][N:6]1[CH2:7][CH2:8][CH:3]([O:2][CH3:1])[CH2:4][CH2:5]1 |f:1.2|. Procedure: Prepared analogously to Example 3.1.b. from 1 g (3.22 mmol) of 4-methoxy-1-[2-(2-methoxy-4-nitrophenoxy)ethyl]piperidine. Yield: 0.85 g (94% of theory); C15H24N2O3 (M=280.36); calc.: molecular ion peak (M+H)+: 281; found: molecular ion peak (M+H)+: 281; Rf value: 0.6 (silica gel, dichloromethane/methanol (9:1)). Starting materials: C(C)SC=1N(C(=CN1)C=O)C (2-ethylthio-1-methylimidazole-5-carbaldehyde), C(C)O (ethanol), C(CC#N)#N (malononitrile). Run at time 3 hour. The product is C(C)SC1N(C=CN1C=C(C#N)C#N)C ([(2-ethylthio-1-methylimidazol-3-yl)methylidene]malononitrile). Reaction SMILES: [CH2:1]([S:3][C:4]1[N:5]([CH3:11])[C:6](C=O)=[CH:7][N:8]=1)[CH3:2].[C:12](#[N:16])[CH2:13][C:14]#[N:15].[CH2:17](O)C>>[CH2:1]([S:3][CH:4]1[N:5]([CH:11]=[C:13]([C:12]#[N:16])[C:14]#[N:15])[CH:6]=[CH:7][N:8]1[CH3:17])[CH3:2]. Procedure details: 5.13 g of 2-ethylthio-1-methylimidazole-5-carbaldehyde was dissolved in 30 ml of ethanol, and 2.00 g of malononitrile was then added. The mixture was stirred at room temperature for 3 hours. The reaction mixture was concentrated under reduced pressure. The residue was subjected to silica gel column chromatography to obtain 2.51 g of [(2-ethylthio-1-methylimidazol-3-yl)methylidene]malononitrile. Starting materials: [Br-], C1CCOC1, C[Mg+], CC12CC(O)C3(CCOC4C3C1C(=O)N4c1ccc(C#N)c(C(F)(F)F)c1)O2. Yields the product CC12CC(C)(O)C3(CCOC4C3C1C(=O)N4c1ccc(C#N)c(C(F)(F)F)c1)O2. RXN SMILES: [Br-:1].[CH2:32]1[O:33][CH2:34][CH2:35][CH2:36]1.[CH3:2][Mg+:3].[OH:4][CH:5]1[C:6]23[CH2:7][CH2:8][O:9][CH:10]4[N:11]([c:20]5[cH:21][c:22]([C:28]([F:29])([F:30])[F:31])[c:23]([C:24]#[N:25])[cH:26][cH:27]5)[C:12](=[O:19])[CH:13]([C:14]([CH3:17])([CH2:15]1)[O:16]2)[CH:18]34>>[CH3:2][C:5]1([OH:4])[C:6]23[CH2:7][CH2:8][O:9][CH:10]4[N:11]([c:20]5[cH:21][c:22]([C:28]([F:29])([F:30])[F:31])[c:23]([C:24]#[N:25])[cH:26][cH:27]5)[C:12](=[O:19])[CH:13]([C:14]([CH3:17])([CH2:15]1)[O:16]2)[CH:18]34. Starting materials: ClC1=CC=C(C=C1)C1(C(=C(C(O1)=O)OCC1=CC=CC=C1)O)C (5-(4-chlorophenyl)-4-hydroxy-5-methyl-3-phenylmethoxy-2(5H)-furanone), OC=1C(OC(C1O)(C1=CC=CC=C1)C)=O (3,4-dihydroxy-5-methyl-5-phenyl-2(5H)-furanone). Yields the product ClC1=CC=C(C=C1)C1(C(=C(C(O1)=O)O)O)C (5-(4-chlorophenyl)-3,4-dihydroxy-5-methyl-2(5H)-furanone). The yield is 45.8%. RXN SMILES: [Cl:1][C:2]1[CH:7]=[CH:6][C:5]([C:8]2([CH3:23])[O:12][C:11](=[O:13])[C:10]([O:14]CC3C=CC=CC=3)=[C:9]2[OH:22])=[CH:4][CH:3]=1.OC1C(=O)OC(C)(C2C=CC=CC=2)C=1O>>[Cl:1][C:2]1[CH:3]=[CH:4][C:5]([C:8]2([CH3:23])[O:12][C:11](=[O:13])[C:10]([OH:14])=[C:9]2[OH:22])=[CH:6][CH:7]=1. Procedure: Hydrogenolysis of 330 mg of 5-(4-chlorophenyl)-4-hydroxy-5-methyl-3-phenylmethoxy-2(5H)-furanone was performed in a similar manner as described in the preparation of 3,4-dihydroxy-5-methyl-5-phenyl-2(5H)-furanone to provided 110 mg (46% yield) of 5-(4-chlorophenyl)-3,4-dihydroxy-5-methyl-2(5H)-furanone a light tan solid: mp 154-155° C. dec.(benzene/hexanes) 1H NMR (acetone-d6) δ 7.52-7.34 (m, 4H), 1.82 (s, 3H). 13C NMR (acetone-d6) δ 169.0, 156.6, 139.8, 134.3, 129.2, 127.8, 117.9, 80.8, 24.6. A... The reactants are FC1=C(CC2(CNCCC2)COC)C=CC=C1 (3-(2-fluorobenzyl)-3-(methoxymethyl)piperidine), N(=O)[O-].[Na+] (sodium nitrite). The reagents and catalysts are [Zn] (Zn). Run in C(C)(=O)O (acetic acid), O (water), O (water), C(C)(=O)O (acetic acid), O (Water), O (water). Product: hydrogen chloride salt, FC1=C(CC2(CN(CCC2)N)COC)C=CC=C1 (3-(2-Fluorobenzyl)-3-(methoxymethyl)piperidin-1-amine). Reaction SMILES: [F:1][C:2]1[CH:17]=[CH:16][CH:15]=[CH:14][C:3]=1[CH2:4][C:5]1([CH2:11][O:12][CH3:13])[CH2:10][CH2:9][CH2:8][NH:7][CH2:6]1.[N:18]([O-])=O.[Na+]>O.C(O)(=O)C.[Zn]>[F:1][C:2]1[CH:17]=[CH:16][CH:15]=[CH:14][C:3]=1[CH2:4][C:5]1([CH2:11][O:12][CH3:13])[CH2:10][CH2:9][CH2:8][N:7]([NH2:18])[CH2:6]1 |f:1.2|. Reported procedure: In an argon purged flask, 3-(2-fluorobenzyl)-3-(methoxymethyl)piperidine (337 mg, 1.23 mmol) was dissolved in water (0.8 mL) and acetic acid (2 mL). A solution of sodium nitrite (170 mg, 2.46 mmol) and water (1 mL) was drop wise added to the reaction flask. The reaction was stirred for an hour at room temperature. Water (5 mL) was added to the reaction mixture. The reaction mixture then was extracted 3 times with ethyl acetate (20 mL). The organic layers were combined, dried with sodium sulfate,... The reactants are NC=1N=C(SC1)C1CCN(CC1)C(CN1N=C(C=C1C)C(F)(F)F)=O (1-[4-(4-amino-thiazol-2-yl)-piperidin-1-yl]-2-(5-methyl-3-trifluoromethyl-pyrazol-1-yl)-ethanone), C(C)(C)N(CC)C(C)C (diisopropylethylamine), C1(=CC=CC=C1)S(=O)(=O)Cl (benzenesulfonyl chloride). Procedure details: To a solution of 1-[4-(4-amino-thiazol-2-yl)-piperidin-1-yl]-2-(5-methyl-3-trifluoromethyl-pyrazol-1-yl)-ethanone (100 mg, 0.04 mmol) in dimethylacetamide (0.8 mL) is added diisopropylethylamine (8.6 μL, 0.28 mmol), followed by benzenesulfonyl chloride (8.8 mg, 0.05 mmol) at RT. After stirring 15 min at 60° C., the reaction mixture is purified directly by preparative HPLC to give N-(2-{1-[2-(5-methyl-3-trifluoromethyl-pyrazol-1-yl)-acetyl]-piperidin-4-yl}-thiazol-4-yl)-benzenesulfonamide (Compou... The product is CC1=CC(=NN1CC(=O)N1CCC(CC1)C=1SC=C(N1)NS(=O)(=O)C1=CC=CC=C1)C(F)(F)F (N-(2-{1-[2-(5-methyl-3-trifluoromethyl-pyrazol-1-yl)-acetyl]-piperidin-4-yl}-thiazol-4-yl)-benzenesulfonamide). Run in CC(=O)N(C)C (dimethylacetamide). RXN SMILES: [NH2:1][C:2]1[N:3]=[C:4]([CH:7]2[CH2:12][CH2:11][N:10]([C:13](=[O:25])[CH2:14][N:15]3[C:19]([CH3:20])=[CH:18][C:17]([C:21]([F:24])([F:23])[F:22])=[N:16]3)[CH2:9][CH2:8]2)[S:5][CH:6]=1.C(N(C(C)C)CC)(C)C.[C:35]1([S:41](Cl)(=[O:43])=[O:42])[CH:40]=[CH:39][CH:38]=[CH:37][CH:36]=1>CC(N(C)C)=O>[CH3:20][C:19]1[N:15]([CH2:14][C:13]([N:10]2[CH2:11][CH2:12][CH:7]([C:4]3[S:5][CH:6]=[C:2]([NH:1][S:41]([C:35]4[CH:40]=[CH:39][CH:38]=[CH:37][CH:36]=4)(=[O:43])=[O:42])[N:3]=3)[CH2:8][CH2:9]2)=[O:25])[N:16]=[C:17]([C:21]([F:24])([F:23])[F:22])[CH:18]=1. Run at temperature 60 celsius, time 15 minute.